Dataset: the Open Reaction Database (ORD), a public repository of structured organic reaction records. Task: describe an organic reaction: reactants, conditions, products, and yield The reactants are Cc1cccc(-c2sc(C)nc2C(=O)N2CSCC2CNC(=O)c2cccc3oc(I)cc23)c1, CN(C)P(=O)(N(C)C)N(C)C, CCOC(C)=O, CCCCCCC, [Cu]I, COC(=O)C(F)(F)S(=O)(=O)F, CN(C)C=O. Yields the product O=C(O)c1cccc2oc(I)cc12. As a reaction SMILES: [CH3:1][c:2]1[s:3][c:4](-[c:5]2[cH:6][c:7]([CH3:8])[cH:9][cH:10][cH:11]2)[c:12]([C:13]([N:14]2[CH:15]([CH2:28][NH:29][C:16](=[O:17])[c:18]3[cH:19][cH:20][cH:21][c:22]4[c:23]3[cH:24][c:25]([I:27])[o:26]4)[CH2:30][S:31][CH2:32]2)=[O:33])[n:34]1.[CH3:46][N:47]([CH3:48])[P:49]([N:50]([CH3:51])[CH3:52])([N:53]([CH3:54])[CH3:55])=[O:56].[CH3:57][CH2:58][O:59][C:60]([CH3:61])=[O:62].[CH3:63][CH2:64][CH2:65][CH2:66][CH2:67][CH2:68][CH3:69].[Cu:75][I:76].[F:35][C:36]([F:37])([S:39]([F:40])(=[O:41])=[O:42])[C:43](=[O:38])[O:44][CH3:45].[O:70]=[CH:71][N:72]([CH3:73])[CH3:74]>>[C:16]([OH:17])([c:18]1[cH:19][cH:20][cH:21][c:22]2[c:23]1[cH:24][c:25]([I:27])[o:26]2)=[O:38]. Starting materials: C(C)(C)(C)OC(=O)N1CCN(CC1)C1=NC(=CC=C1)Br (4-(6-bromopyridin-2-yl)piperazine-1-carboxylic acid tert-butyl ester), O (water), CC1(C=2C=CC(=CC2CCC1)B1OC(C(O1)(C)C)(C)C)C (2-(5,5-dimethyl-5,6,7,8-tetrahydronaphthalen-2-yl)-4,4,5,5-tetramethyl-1,3,2-dioxaborolane), O.O.O.P(=O)([O-])([O-])[O-].[K+].[K+].[K+] (tripotassium phosphate trihydrate). Reagents/catalysts: Cl[Pd]([P](C1=CC=CC=C1)(C2=CC=CC=C2)C3=CC=CC=C3)([P](C4=CC=CC=C4)(C5=CC=CC=C5)C6=CC=CC=C6)Cl (bis(triphenylphosphine)palladium(II) dichloride). Solvent: C(C)(=O)OCC (ethyl acetate), COCCO (ethylene glycol monomethyl ether). The product is C(C)(C)(C)OC(=O)N1CCN(CC1)C1=NC(=CC=C1)C1=CC=2CCCC(C2C=C1)(C)C (4-[6-(5,5-Dimethyl-5,6,7,8-tetrahydronaphthalen-2-yl)pyridin-2-yl]-piperazine-1-carboxylic acid tert-butyl ester). As a reaction SMILES: [C:1]([O:5][C:6]([N:8]1[CH2:13][CH2:12][N:11]([C:14]2[CH:19]=[CH:18][CH:17]=[C:16](Br)[N:15]=2)[CH2:10][CH2:9]1)=[O:7])([CH3:4])([CH3:3])[CH3:2].[CH3:21][C:22]1([CH3:41])[CH2:31][CH2:30][CH2:29][C:28]2[CH:27]=[C:26](B3OC(C)(C)C(C)(C)O3)[CH:25]=[CH:24][C:23]1=2.O.O.O.P([O-])([O-])([O-])=O.[K+].[K+].[K+].O>COCCO.Cl[Pd](Cl)([P](C1C=CC=CC=1)(C1C=CC=CC=1)C1C=CC=CC=1)[P](C1C=CC=CC=1)(C1C=CC=CC=1)C1C=CC=CC=1.C(OCC)(=O)C>[C:1]([O:5][C:6]([N:8]1[CH2:13][CH2:12][N:11]([C:14]2[CH:19]=[CH:18][CH:17]=[C:16]([C:26]3[CH:25]=[CH:24][C:23]4[C:22]([CH3:41])([CH3:21])[CH2:31][CH2:30][CH2:29][C:28]=4[CH:27]=3)[N:15]=2)[CH2:10][CH2:9]1)=[O:7])([CH3:4])([CH3:3])[CH3:2] |f:2.3.4.5.6.7.8,^1:61,80|. Procedure: 500 mg (1.46 mmol) of 4-(6-bromopyridin-2-yl)piperazine-1-carboxylic acid tert-butyl ester, 460 mg (1.61 mmol) of 2-(5,5-dimethyl-5,6,7,8-tetrahydronaphthalen-2-yl)-4,4,5,5-tetramethyl-1,3,2-dioxaborolane and 620 mg (2.92 mmol) of tripotassium phosphate trihydrate are suspended in 10 ml of ethylene glycol monomethyl ether, degassed a number of times, and 82 mg (0.04 mmol) of bis(triphenylphosphine)palladium(II) dichloride are added under nitrogen atmosphere. The reaction mixture is treated in an... Reactants: ClC1=CC=C(C=C1)I (1-chloro-4-iodo-benzene), COC(C1=CC(=CC=C1)CN(C(C#CC1=CC=CC=C1)=O)C1=CC=CC=C1)=O (3-{[phenyl-(3-phenyl-propynoyl)-amino]-methyl}-benzoic acid methyl ester). Yields the product COC(C1=CC(=CC=C1)CN1C(\C(\C2=CC=CC=C12)=C(\C1=CC=CC=C1)/C1=CC=C(C=C1)Cl)=O)=O (3-{3-[1-(4-Chloro-phenyl)-1-phenyl-meth-(Z)-ylidene]-2-oxo-2,3-dihydro-indol-1-ylmethyl}-benzoic acid methyl ester). Reaction SMILES: [Cl:1][C:2]1[CH:7]=[CH:6][C:5](I)=[CH:4][CH:3]=1.[CH3:9][O:10][C:11](=[O:36])[C:12]1[CH:17]=[CH:16][CH:15]=[C:14]([CH2:18][N:19]([C:30]2[CH:35]=[CH:34][CH:33]=[CH:32][CH:31]=2)[C:20](=[O:29])[C:21]#[C:22][C:23]2[CH:28]=[CH:27][CH:26]=[CH:25][CH:24]=2)[CH:13]=1>>[CH3:9][O:10][C:11](=[O:36])[C:12]1[CH:17]=[CH:16][CH:15]=[C:14]([CH2:18][N:19]2[C:30]3[C:35](=[CH:34][CH:33]=[CH:32][CH:31]=3)/[C:21](=[C:22](/[C:5]3[CH:6]=[CH:7][C:2]([Cl:1])=[CH:3][CH:4]=3)\[C:23]3[CH:24]=[CH:25][CH:26]=[CH:27][CH:28]=3)/[C:20]2=[O:29])[CH:13]=1. Procedure: The title compound was prepared in analogy to Example 5 starting from 1-chloro-4-iodo-benzene (commercially available) and 3-{[phenyl-(3-phenyl-propynoyl)-amino]-methyl}-benzoic acid methyl ester. 1H NMR (300 Hz, CDCl3): δppm 3.91 (s, 3H), 4.96 (s, 2H), 6.42 (d, 1H), 6.63-6.66 (m, 2H), 7.06 (t, 1H), 7.33-7.52 (m, 11H), 7.92 (d, 1H), 8.01 (s, 1H). The reactants are CN(C)CCN(C)C, O=C1CC2C=CCCC12Cl, C[Si](C)(C)Cl, [Cu], C1CCOC1, [Zn]. Yields the product CC12CCC=CC1CC2=O. As a reaction SMILES: [CH3:1][N:2]([CH3:3])[CH2:4][CH2:5][N:6]([CH3:7])[CH3:8].[Cl:14][C:15]12[CH2:16][CH2:17][CH:18]=[CH:19][CH:20]1[CH2:21][C:22]2=[O:23].[Cl:9][Si:10]([CH3:11])([CH3:12])[CH3:13].[Cu:29].[O:24]1[CH2:25][CH2:26][CH2:27][CH2:28]1.[Zn:30]>>[CH3:1][C:15]12[CH2:16][CH2:17][CH:18]=[CH:19][CH:20]1[CH2:21][C:22]2=[O:23]. Reactants: S(=O)(=O)=O (Sulfur trioxide), C1(\C=C/C(=O)O1)=O (maleic anhydride). Yields the product S(=O)(=O)(O)/C=1/C(=O)OC(\C1)=O (sulfo maleic anhydride). As a reaction SMILES: [S:1](=[O:4])(=[O:3])=[O:2].[C:5]1(=[O:11])[O:10][C:8](=[O:9])[CH:7]=[CH:6]1>>[S:1]([C:7]1[C:8]([O:10][C:5](=[O:11])[CH:6]=1)=[O:9])([OH:4])(=[O:3])=[O:2]. Reported procedure: Sulfur trioxide reacts with maleic anhydride to afford sulfo maleic anhydride (SMA) according to the following reaction scheme: ##STR4## Reactants: CC(C)[SiH](OCC#CC1=CCCCC1)C(C)C, CC(C)(C)[O-], [K+]. Product: CC(C)[Si]1(C(C)C)OCC=C1C1=CCCCC1. As a reaction SMILES: [C:1]1([C:7]#[C:8][CH2:9][O:10][SiH:11]([CH:12]([CH3:13])[CH3:14])[CH:15]([CH3:16])[CH3:17])=[CH:2][CH2:3][CH2:4][CH2:5][CH2:6]1.[CH3:18][C:19]([CH3:20])([O-:21])[CH3:22].[K+:23]>>[C:1]1([C:7]2=[CH:8][CH2:9][O:10][Si:11]2([CH:12]([CH3:13])[CH3:14])[CH:15]([CH3:16])[CH3:17])=[CH:2][CH2:3][CH2:4][CH2:5][CH2:6]1. Starting materials: diarylalkyl ketone, CC(=O)CC(C1=CC=CC=C1)C1=CC=CC=C1 (methyl-(2,2-diphenylethyl) ketone), dimethylsulfonium methylide, CS(=C)(=O)C (dimethyloxosulfonium methylide). The product is O1CC1(CC(C1=CC=CC=C1)C1=CC=CC=C1)C (1,2-epoxy-4,4-diphenyl-2-methylbutane). Reaction SMILES: [CH3:1][C:2]([CH2:4][CH:5]([C:12]1[CH:17]=[CH:16][CH:15]=[CH:14][CH:13]=1)[C:6]1[CH:11]=[CH:10][CH:9]=[CH:8][CH:7]=1)=[O:3].[CH3:18]S(C)(=O)=C>>[O:3]1[C:2]([CH3:18])([CH2:4][CH:5]([C:12]2[CH:17]=[CH:16][CH:15]=[CH:14][CH:13]=2)[C:6]2[CH:7]=[CH:8][CH:9]=[CH:10][CH:11]=2)[CH2:1]1. Procedure details: The 1,2-epoxy-4,4-diarylbutane starting materials can alternatively be prepared by reaction of dimethylsulfonium methylide or dimethyloxosulfonium methylide with an appropriate diarylalkyl aldehyde or a diarylalkyl ketone. For example, reaction of an aldehyde such as 3,3-diphenylpropanal with either dimethylsulfonium methylide or dimethyloxosulfonium methylide in approximately equimolar amounts provides 1,2-epoxy-4,4-diphenylbutane. Similarly, reaction of a diarylalkyl ketone such as methyl-(2,2...